Dataset: the Open Reaction Database (ORD), a public repository of structured organic reaction records. Task: describe an organic reaction: reactants, conditions, products, and yield Reaction SMILES: [CH2:1]([c:2]1[cH:3][cH:4][cH:5][cH:6][cH:7]1)[NH:8][CH:9]1[CH:10]([OH:11])[CH:12]([OH:13])[CH:14]([OH:15])[CH:16]([CH2:18][OH:19])[O:17]1.[CH3:20][C:21](=[O:22])[O:23][C:24](=[O:25])[CH3:26].[cH:27]1[cH:28][cH:29][n:30][cH:31][cH:32]1>>[CH2:1]([c:2]1[cH:3][cH:4][cH:5][cH:6][cH:7]1)[N:8]([CH:9]1[CH:10]([OH:11])[CH:12]([OH:13])[CH:14]([OH:15])[CH:16]([CH2:18][OH:19])[O:17]1)[C:21]([CH3:20])=[O:22]. The reactants are OCC1OC(NCc2ccccc2)C(O)C(O)C1O, CC(=O)OC(C)=O, c1ccncc1. The product is CC(=O)N(Cc1ccccc1)C1OC(CO)C(O)C(O)C1O. Reactants: FC(C1=CC=C(C=C1)C1=NSC2=C1C=CC(=C2)C#CCOS(=O)(=O)C)(F)F (Methanesulfonic acid 3-[3-(4-trifluoromethyl-phenyl)-benzo[d]isothiazol-6-yl]-prop-2-ynyl ester), COCCNC (2-Methoxyethylmethylamine). Yields the product COCCN(CC#CC1=CC2=C(C(=NS2)C2=CC=C(C=C2)C(F)(F)F)C=C1)C ((2-Methoxy-ethyl)-methyl-{3-[3-(4-trifluoromethyl-phenyl)-benzo[d]isothiazol-6-yl]-prop-2-ynyl}-amine). RXN SMILES: [F:1][C:2]([F:27])([F:26])[C:3]1[CH:8]=[CH:7][C:6]([C:9]2[C:13]3[CH:14]=[CH:15][C:16]([C:18]#[C:19][CH2:20]OS(C)(=O)=O)=[CH:17][C:12]=3[S:11][N:10]=2)=[CH:5][CH:4]=1.[CH3:28][O:29][CH2:30][CH2:31][NH:32][CH3:33]>>[CH3:28][O:29][CH2:30][CH2:31][N:32]([CH3:33])[CH2:20][C:19]#[C:18][C:16]1[CH:15]=[CH:14][C:13]2[C:9]([C:6]3[CH:7]=[CH:8][C:3]([C:2]([F:1])([F:27])[F:26])=[CH:4][CH:5]=3)=[N:10][S:11][C:12]=2[CH:17]=1. Reported procedure: In analogy to example 17.1, Methanesulfonic acid 3-[3-(4-trifluoromethyl-phenyl)-benzo[d]isothiazol-6-yl]-prop-2-ynyl ester and 2-Methoxyethylmethylamine were converted to yield (2-Methoxy-ethyl)-methyl-{3-[3-(4-trifluoromethyl-phenyl)-benzo[d]isothiazol-6-yl]-prop-2-ynyl}-amine as light brown oil, MS: 405 (MH+). The reactants are CCCC(C(=O)OCC)c1c(C)nc2c(-c3ccccc3)cnn2c1-c1ccc(C)cc1, CCO, [Na+], [OH-]. Product: CCCC(C(=O)O)c1c(C)nc2c(-c3ccccc3)cnn2c1-c1ccc(C)cc1. RXN SMILES: [CH3:1][c:2]1[n:3][c:4]2[n:5]([c:6](-[c:17]3[cH:18][cH:19][c:20]([CH3:23])[cH:21][cH:22]3)[c:7]1[CH:8]([C:9](=[O:10])[O:11][CH2:12][CH3:13])[CH2:14][CH2:15][CH3:16])[n:24][cH:25][c:26]2-[c:27]1[cH:28][cH:29][cH:30][cH:31][cH:32]1.[CH3:35][CH2:36][OH:37].[Na+:34].[OH-:33]>>[CH3:1][c:2]1[n:3][c:4]2[n:5]([c:6](-[c:17]3[cH:18][cH:19][c:20]([CH3:23])[cH:21][cH:22]3)[c:7]1[CH:8]([C:9](=[O:10])[OH:11])[CH2:14][CH2:15][CH3:16])[n:24][cH:25][c:26]2-[c:27]1[cH:28][cH:29][cH:30][cH:31][cH:32]1. The reactants are COC1=NC=CC2=C1C(=NN2C2COCC2)C2=CC=C(C=C2)S(=O)(=O)N (4-(4-methoxy-1-(tetrahydrofuran-3-yl)-1H-pyrazolo[4,3-c]pyridin-3-yl)benzenesulfonamide), [I-].[Na+] (sodium iodide), Cl[Si](C)(C)C (chloro(trimethyl)silane), O (water). The solvent is C(C)#N (acetonitrile). Reaction conditions: temperature 60 celsius, time 30 minute. The product is O=C1NC=CC2=C1C(=NN2C2COCC2)C2=CC=C(C=C2)S(=O)(=O)N (4-(4-oxo-1-(tetrahydrofuran-3-yl)-4,5-dihydro-1H-pyrazolo[4,3-c]pyridin-3-yl)benzenesulfonamide). Isolated yield 88.3%. As a reaction SMILES: C[O:2][C:3]1[C:8]2[C:9]([C:17]3[CH:22]=[CH:21][C:20]([S:23]([NH2:26])(=[O:25])=[O:24])=[CH:19][CH:18]=3)=[N:10][N:11]([CH:12]3[CH2:16][CH2:15][O:14][CH2:13]3)[C:7]=2[CH:6]=[CH:5][N:4]=1.[I-].[Na+].Cl[Si](C)(C)C.O>C(#N)C>[O:2]=[C:3]1[C:8]2[C:9]([C:17]3[CH:18]=[CH:19][C:20]([S:23]([NH2:26])(=[O:25])=[O:24])=[CH:21][CH:22]=3)=[N:10][N:11]([CH:12]3[CH2:16][CH2:15][O:14][CH2:13]3)[C:7]=2[CH:6]=[CH:5][NH:4]1 |f:1.2|. Procedure details: To a solution of 4-(4-methoxy-1-(tetrahydrofuran-3-yl)-1H-pyrazolo[4,3-c]pyridin-3-yl)benzenesulfonamide (167 mg) in acetonitrile (15 mL) were added sodium iodide (134 mg) and chloro(trimethyl)silane (0.452 mL), and the mixture was stirred at 60° C. for 30 min. To the reaction mixture was added water, and the mixture was extracted with ethyl acetate. The organic layer was washed with saturated brine, dried over anhydrous sodium sulfate, and concentrated under reduced pressure. The residue was pu... Reactants: C[Si](OC(C)C1=CC(=NC=C1)C#N)(C)C (4-[1-(trimethylsilyloxy)ethyl]-2-pyridinecarbonitrile), [F-].C(CCC)[N+](CCCC)(CCCC)CCCC (tetrabutylammonium fluoride), [Si](C)(C)(C(C)(C)C)Cl (tert-butyldimethylsilylchloride), N1C=NC=C1 (imidazole). The solvent is C1CCOC1 (THF), C1CCOC1 (THF), O (water), C(C)OCC (diethyl ether). Run at time 0.5 hour. Product: [Si](C)(C)(C(C)(C)C)OC(C)C1=CC(=NC=C1)C#N (4-[1-(tert-Butyldimethylsilyloxy)ethyl]-2-pyridinecarbonitrile). The yield is 92.1%. Reaction SMILES: C[Si](C)(C)[O:3][CH:4]([C:6]1[CH:11]=[CH:10][N:9]=[C:8]([C:12]#[N:13])[CH:7]=1)[CH3:5].[F-].C([N+](CCCC)(CCCC)CCCC)CCC.[Si:34](Cl)([C:37]([CH3:40])([CH3:39])[CH3:38])([CH3:36])[CH3:35].N1C=CN=C1>C1COCC1.O.C(OCC)C>[Si:34]([O:3][CH:4]([C:6]1[CH:11]=[CH:10][N:9]=[C:8]([C:12]#[N:13])[CH:7]=1)[CH3:5])([C:37]([CH3:40])([CH3:39])[CH3:38])([CH3:36])[CH3:35] |f:1.2|. Procedure details: To a solution of 4-[1-(trimethylsilyloxy)ethyl]-2-pyridinecarbonitrile (39.04 g, 0.1624 mol) in THF (200 ml) was added a solution of tetrabutylammonium fluoride in THF (1M, 178.6 ml, 0.1786 mol) at room temperature. After stirring for 0.5 h, the mixture was concentrated. The residue was diluted with ethyl acetate (300 ml) and washed with water (200 ml). The aqueous layer was then extracted with dichloromethane (200 ml×2). The combined organic layers were dried (MgSO4) and concentrated. The resid... Starting materials: C1=CC(=CC=C1CC(C(=O)O)NP(=O)(O)O)O (anti-phosphotyrosine), 32D, Tris-Glycine, nitrocellulose, CCCCCCCCCCCCOS(=O)(=O)[O-].[Na+] (SDS), CCCCCCCCCCCCOS(=O)(=O)[O-].[Na+] (SDS), C(C(CO)(CO)N)O (Tris), C1=CC(=C(C=C1Cl)SC2=C(C=CC(=C2)Cl)O)O (Novex). Reagents/catalysts: [O-][V](=O)([O-])[O-].[Na+].[Na+].[Na+] (Sodium Ortho Vanadate). The product is P(=O)(O)(O)OC1=CC=C(C[C@H](N)C(=O)O)C=C1 (Phosphotyrosine). As a reaction SMILES: CCCCCC[CH2:7][CH2:8][CH2:9][CH2:10][CH2:11][CH2:12][O:13]S([O-])(=O)=O.[Na+].C(O)[C:20]([NH2:25])([CH2:23]O)[CH2:21][OH:22].C1C(Cl)=CC(SC2C=C(Cl)C=CC=2[OH:42])=C(O)C=1.C1C(CC(N[P:56]([OH:59])([OH:58])=[O:57])C(O)=O)=CC=C(O)C=1>[O-][V]([O-])([O-])=O.[Na+].[Na+].[Na+]>[P:56]([O:13][C:12]1[CH:7]=[CH:8][C:9]([CH2:23][C@@H:20]([C:21]([OH:22])=[O:42])[NH2:25])=[CH:10][CH:11]=1)([OH:59])([OH:58])=[O:57] |f:0.1,5.6.7.8|. Procedure details: Cells were starved (24 hours for MCF-7, 4 hours for 32D derived cell lines) before addition of the indicated amounts of growth factors. Total cell lysates were prepared by addition of SDS PAGE sample buffer (1% SDS, 0.15M Tris pH 8.6, 5% BME and 1 mM Sodium Ortho Vanadate) directly to cells. Cell lysates and were run on 8–16% Tris-Glycine gradient gels (Novex). Proteins were transferred onto Hybond ECL nitrocellulose membranes (Amersham) and were immunoblotted with anti-phosphotyrosine MAb. The reactants are CC(=O)Oc1cc2c(cc1C(C)(C)CC(C)(C)C)OC(C)(COc1ccc([N+](=O)[O-])cc1)CC2=O, CO, [H][H], c1ccccc1. The product is CC(=O)Oc1cc2c(cc1C(C)(C)CC(C)(C)C)OC(C)(COc1ccc(N)cc1)CC2=O. Reaction SMILES: [C:1]([CH3:2])(=[O:3])[O:4][c:5]1[cH:6][c:7]2[c:12]([cH:13][c:14]1[C:15]([CH2:16][C:17]([CH3:18])([CH3:19])[CH3:20])([CH3:21])[CH3:22])[O:11][C:10]([CH2:23][O:24][c:25]1[cH:26][cH:27][c:28]([N+:31]([O-:32])=[O:33])[cH:29][cH:30]1)([CH3:34])[CH2:9][C:8]2=[O:35].[CH3:38][OH:39].[H:36][H:37].[cH:40]1[cH:41][cH:42][cH:43][cH:44][cH:45]1>>[C:1]([CH3:2])(=[O:3])[O:4][c:5]1[cH:6][c:7]2[c:12]([cH:13][c:14]1[C:15]([CH2:16][C:17]([CH3:18])([CH3:19])[CH3:20])([CH3:21])[CH3:22])[O:11][C:10]([CH2:23][O:24][c:25]1[cH:26][cH:27][c:28]([NH2:31])[cH:29][cH:30]1)([CH3:34])[CH2:9][C:8]2=[O:35].